From a dataset of the Open Reaction Database (ORD), a public repository of structured organic reaction records. describe an organic reaction: reactants, conditions, products, and yield The solvent is ClCCl (dichloromethane). Run at time 2 hour. Reaction SMILES: CC([N:5]([C@@H:9]([C:12]([NH:14][C:15]1[CH:16]=[N:17][C:18]([O:21][C:22]2[C:27]3[C:28]([CH:31]([CH3:33])[CH3:32])=[N:29][O:30][C:26]=3[CH:25]=[CH:24][CH:23]=2)=[CH:19][CH:20]=1)=[O:13])[CH2:10][CH3:11])C(=O)[O-])(C)C.C(O)(C(F)(F)F)=O>ClCCl>[NH2:5][C@H:9]([CH2:10][CH3:11])[C:12]([NH:14][C:15]1[CH:16]=[N:17][C:18]([O:21][C:22]2[C:27]3[C:28]([CH:31]([CH3:32])[CH3:33])=[N:29][O:30][C:26]=3[CH:25]=[CH:24][CH:23]=2)=[CH:19][CH:20]=1)=[O:13]. Procedure details: 1,1-dimethylethyl((1R)-1-{[(6-{[3-(1-methylethyl)-1,2-benzisoxazol-4-yl]oxy}-3-pyridinyl)amino]carbonyl}propyl)carbamate (Intermediate 43, 2.0 mg) was dissolved in dichloromethane (1.0 mL) and, at 0° C., TFA (0.05 mL, 0.65 mmol) was added. The reaction mixture was stirred at that temperature for 2 hours. After removal of the volatiles, the residue obtained was charged on a SCX cartridge and eluted with DCM/MeOH/NH3 (2.0 M in MeOH) to afford the title compound. Yields the product N[C@@H](C(=O)NC=1C=NC(=CC1)OC1=CC=CC2=C1C(=NO2)C(C)C)CC ((2R)-2-amino-N-(6-{[3-(1-methylethyl)-1,2-benzisoxazol-4-yl]oxy}-3-pyridinyl)butanamide). Reactants: CC(C)(C)N(C([O-])=O)[C@H](CC)C(=O)NC=1C=NC(=CC1)OC1=CC=CC2=C1C(=NO2)C(C)C (1,1-dimethylethyl((1R)-1-{[(6-{[3-(1-methylethyl)-1,2-benzisoxazol-4-yl]oxy}-3-pyridinyl)amino]carbonyl}propyl)carbamate), CC(C)(C)N(C([O-])=O)[C@H](CC)C(=O)NC=1C=NC(=CC1)OC1=CC=CC2=C1C(=NO2)C(C)C (1,1-dimethylethyl((1R)-1-{[(6-{[3-(1-methylethyl)-1,2-benzisoxazol-4-yl]oxy}-3-pyridinyl)amino]carbonyl}propyl)carbamate), C(=O)(C(F)(F)F)O (TFA). Starting materials: CC(C)(C)OC(=O)N1CCN(c2cccc3c2C(C)(C)C(=O)N3Cc2cccc(F)c2)CC1, CCO, CCOCC, CCO, Cl. Yields the product CC1(C)C(=O)N(Cc2cccc(F)c2)c2cccc(N3CCNCC3)c21. RXN SMILES: [C:1]([O:2][C:3](=[O:4])[N:8]1[CH2:9][CH2:10][N:11]([c:14]2[c:15]3[c:19]([cH:20][cH:21][cH:22]2)[N:18]([CH2:23][c:24]2[cH:25][c:26]([F:30])[cH:27][cH:28][cH:29]2)[C:17](=[O:31])[C:16]3([CH3:32])[CH3:33])[CH2:12][CH2:13]1)([CH3:5])([CH3:6])[CH3:7].[CH3:35][CH2:36][OH:37].[CH3:38][CH2:39][O:40][CH2:41][CH3:42].[CH3:43][CH2:44][OH:45].[ClH:34]>>[NH:8]1[CH2:9][CH2:10][N:11]([c:14]2[c:15]3[c:19]([cH:20][cH:21][cH:22]2)[N:18]([CH2:23][c:24]2[cH:25][c:26]([F:30])[cH:27][cH:28][cH:29]2)[C:17](=[O:31])[C:16]3([CH3:32])[CH3:33])[CH2:12][CH2:13]1. The reactants are CC(C)(C)c1ccc(N2C(=O)N(Cc3ccnc(Cl)c3)C(C)(C)C2=O)cc1, O=C([O-])[O-], CC(=O)[O-], CC(=O)[O-], CCOC(N)=O, [Cs+], [Cs+], C1COCCO1, [Pd+2]. Yields the product CCOC(=O)Nc1cc(CN2C(=O)N(c3ccc(C(C)(C)C)cc3)C(=O)C2(C)C)ccn1. RXN SMILES: [C:1]([CH3:2])([CH3:3])([CH3:4])[c:5]1[cH:6][cH:7][c:8]([N:11]2[C:12](=[O:27])[N:13]([CH2:19][c:20]3[cH:21][c:22]([Cl:26])[n:23][cH:24][cH:25]3)[C:14]([CH3:17])([CH3:18])[C:15]2=[O:16])[cH:9][cH:10]1.[C:28](=[O:29])([O-:30])[O-:31].[C:46]([O-:47])(=[O:48])[CH3:49].[C:50]([O-:51])(=[O:52])[CH3:53].[CH3:34][CH2:35][O:36][C:37]([NH2:38])=[O:39].[Cs+:32].[Cs+:33].[O:40]1[CH2:41][CH2:42][O:43][CH2:44][CH2:45]1.[Pd+2:54]>>[C:1]([CH3:2])([CH3:3])([CH3:4])[c:5]1[cH:6][cH:7][c:8]([N:11]2[C:12](=[O:27])[N:13]([CH2:19][c:20]3[cH:21][c:22]([NH:38][C:37]([O:36][CH2:35][CH3:34])=[O:39])[n:23][cH:24][cH:25]3)[C:14]([CH3:17])([CH3:18])[C:15]2=[O:16])[cH:9][cH:10]1. Reactants: OC1=CC=C(C=O)C=C1 (4-hydroxybenzaldehyde), BrCCC1OCCCO1 (2-(2-bromoethyl)-1,3-dioxane), [I-].[K+] (potassium iodide), C([O-])([O-])=O.[K+].[K+] (potassium carbonate). Solvent: C(C)#N (acetonitrile), C(C)(=O)OCC (ethyl acetate). Product: O1C(OCC1)CCOC1=CC=C(C=O)C=C1 (4-(2-[1,3]-dioxolan-2-yl-ethoxy)benzaldehyde). The yield is 104.5%. As a reaction SMILES: [OH:1][C:2]1[CH:9]=[CH:8][C:5]([CH:6]=[O:7])=[CH:4][CH:3]=1.Br[CH2:11][CH2:12][CH:13]1[O:18][CH2:17][CH2:16]C[O:14]1.[I-].[K+].C(=O)([O-])[O-].[K+].[K+]>C(OCC)(=O)C.C(#N)C>[O:18]1[CH2:17][CH2:16][O:14][CH:13]1[CH2:12][CH2:11][O:1][C:2]1[CH:9]=[CH:8][C:5]([CH:6]=[O:7])=[CH:4][CH:3]=1 |f:2.3,4.5.6|. Procedure details: In a 500 ml flask, 120 ml of acetonitrile, 13.8 g of 4-hydroxybenzaldehyde, 19.9 g of 2-(2-bromoethyl)-1,3-dioxane, 1.8 g of potassium iodide, and 35.8 g of potassium carbonate were placed and then, reacted at 80° C. for 5 hr. Thereafter, to the reaction mixture was added 200 ml of ethyl acetate and washed once with a saturated aqueous potassium carbonate solution, distilled water and saturated saline. The washed organic phase was dried over anhydrous magnesium sulfate and the solvent was remove... Reactants: CC(C)(C)O, CN, COc1cc(Cl)cc(OC)c1. The product is CNc1cc(OC)cc(OC)c1. RXN SMILES: [C:14]([OH:15])([CH3:16])([CH3:17])[CH3:18].[CH3:12][NH2:13].[CH3:1][O:2][c:3]1[cH:4][c:5]([Cl:11])[cH:6][c:7]([O:9][CH3:10])[cH:8]1>>[CH3:1][O:2][c:3]1[cH:4][c:5]([NH:13][CH3:12])[cH:6][c:7]([O:9][CH3:10])[cH:8]1. Reactants: C(#C)C=1C(=NOC1C)C1=CC=CC=C1 (4-ethynyl-5-methyl-3-phenyl-isoxazole), IC1=C(C(=O)OC)C=CC=C1 (methyl 2-iodobenzoate). Yields the product COC(C1=C(C=CC=C1)C#CC=1C(=NOC1C)C1=CC=CC=C1)=O (2-(5-Methyl-3-phenyl-isoxazol-4-ylethynyl)-benzoic acid methyl ester). Yield: 82.0%. Reaction SMILES: [C:1]([C:3]1[C:4]([C:9]2[CH:14]=[CH:13][CH:12]=[CH:11][CH:10]=2)=[N:5][O:6][C:7]=1[CH3:8])#[CH:2].I[C:16]1[CH:25]=[CH:24][CH:23]=[CH:22][C:17]=1[C:18]([O:20][CH3:21])=[O:19]>>[CH3:21][O:20][C:18](=[O:19])[C:17]1[CH:22]=[CH:23][CH:24]=[CH:25][C:16]=1[C:2]#[C:1][C:3]1[C:4]([C:9]2[CH:14]=[CH:13][CH:12]=[CH:11][CH:10]=2)=[N:5][O:6][C:7]=1[CH3:8]. Procedure: As described for example 11c, 4-ethynyl-5-methyl-3-phenyl-isoxazole (110 mg, 0.60 mmol) was converted (using methyl 2-iodobenzoate instead of 2-chloro-4-iodopyridine) to the title compound (SiO2, heptane:ethyl acetate=100:0 to 80:20, 166 mg, 82%) which was obtained as an off-white solid. MS: m/e=318.1 [M+H]+.